The task is: describe an organic reaction: reactants, conditions, products, and yield. This data is from the Open Reaction Database (ORD), a public repository of structured organic reaction records. Starting materials: [Br-], CC(=O)Nc1cccc2c(C(C)=O)c(C)oc12, C[Mg+], CCOCC, [Cl-], [NH4+], C1CCOC1, O. Product: CC(=O)Nc1cccc2c(C(C)(C)O)c(C)oc12. As a reaction SMILES: [Br-:18].[C:1]([CH3:2])(=[O:3])[c:4]1[c:5]2[c:6]([o:7][c:8]1[CH3:9])[c:10]([NH:14][C:15]([CH3:16])=[O:17])[cH:11][cH:12][cH:13]2.[CH3:19][Mg+:20].[CH3:29][CH2:30][O:31][CH2:32][CH3:33].[Cl-:21].[NH4+:22].[O:24]1[CH2:25][CH2:26][CH2:27][CH2:28]1.[OH2:23]>>[C:1]([CH3:2])([OH:3])([c:4]1[c:5]2[c:6]([o:7][c:8]1[CH3:9])[c:10]([NH:14][C:15]([CH3:16])=[O:17])[cH:11][cH:12][cH:13]2)[CH3:19]. Reactants: BrC1=CC2=C(C=3N=C(SC3CCO2)C=2N(N=CN2)CC(F)(F)F)C=C1 (8-Bromo-2-[2-(2,2,2-trifluoro-ethyl)-2H-[1,2,4]triazol-3-yl]-4,5-dihydro-6-oxa-3-thia-1-aza-benzo[e]azulene), CC(CN1N=CC(=C1)B1OC(C(O1)(C)C)(C)C)(C)O (2-Methyl-1-[4-(4,4,5,5-tetramethyl-[1,3,2]dioxaborolan-2-yl)-pyrazol-1-yl]-propan-2-ol). The product is CC(CN1N=CC(=C1)C1=CC2=C(C=3N=C(SC3CCO2)C=2N(N=CN2)CC(F)(F)F)C=C1)(C)O (2-Methyl-1-(4-{2-[2-(2,2,2-trifluoro-ethyl)-2H-[1,2,4]triazol-3-yl]-4,5-dihydro-6-oxa-3-thia-1-aza-benzo[e]azulen-8-yl}-pyrazol-1-yl)-propan-2-ol). RXN SMILES: Br[C:2]1[CH:25]=[CH:24][C:5]2[C:6]3[N:7]=[C:8]([C:14]4[N:15]([CH2:19][C:20]([F:23])([F:22])[F:21])[N:16]=[CH:17][N:18]=4)[S:9][C:10]=3[CH2:11][CH2:12][O:13][C:4]=2[CH:3]=1.[CH3:26][C:27]([OH:44])([CH3:43])[CH2:28][N:29]1[CH:33]=[C:32](B2OC(C)(C)C(C)(C)O2)[CH:31]=[N:30]1>>[CH3:26][C:27]([OH:44])([CH3:43])[CH2:28][N:29]1[CH:33]=[C:32]([C:2]2[CH:25]=[CH:24][C:5]3[C:6]4[N:7]=[C:8]([C:14]5[N:15]([CH2:19][C:20]([F:23])([F:22])[F:21])[N:16]=[CH:17][N:18]=5)[S:9][C:10]=4[CH2:11][CH2:12][O:13][C:4]=3[CH:3]=2)[CH:31]=[N:30]1. Procedure: Following the procedure for 114, 8-Bromo-2-[2-(2,2,2-trifluoro-ethyl)-2H-[1,2,4]triazol-3-yl]-4,5-dihydro-6-oxa-3-thia-1-aza-benzo[e]azulene was reacted with 2-Methyl-1-[4-(4,4,5,5-tetramethyl-[1,3,2]dioxaborolan-2-yl)-pyrazol-1-yl]-propan-2-ol to give 193. MS(ESI+) 491.1. 1H NMR (400 MHz, DMSO) δ 8.29 (s, 1H), 8.27 (d, J=8.3, 1H), 8.18 (s, 1H), 7.96 (s, 1H), 7.45 (dd, J=8.3, 1.8, 1H), 7.31 (d, J=1.7, 1H), 5.86 (q, J=8.7, 2H), 4.71 (s, 1H), 4.39 (t, J=5.0, 2H), 4.03 (s, 2H), 3.47 (t, J=5.0, 2H),... The reactants are [Si](Cl)(Cl)(C)C ((CH3)2SiCl2), C(#CC)[Li] (propynyl lithium), C1CCOC1 (THF), [NH4+].[Cl-] (NH4Cl), CCOCC (Et2O). Conditions: time 4 hour. Yields the product C[Si](C#CC)(C#CC)C (dimethyldipropynyl silane). RXN SMILES: [Si:1]([CH3:5])([CH3:4])(Cl)Cl.[C:6]([Li])#[C:7][CH3:8].CCOCC.[NH4+].[Cl-].[CH2:17]1[CH2:21]OC[CH2:18]1>>[CH3:4][Si:1]([CH3:5])([C:18]#[C:17][CH3:21])[C:6]#[C:7][CH3:8] |f:3.4|. Procedure: To a well stirred solution of (CH3)2SiCl2 (150 mg, 1.2 mmol) in THF (5 mL), propynyl lithium (140 mg, 3 mmol) was added and continued stirring for 4 h at room temperature. The reaction mixture was then treated with Et2O-aq. NH4Cl solution. The organic layer was separated and dried over anhydrous Na2SO4. The yellow liquid so obtained was chromatographed over silica gel using hexane. The dimethyldipropynyl silane was obtained as a colorless liquid in quantitative yields. Reactants: O=C([O-])[O-], O=C([O-])[O-], C#CCBr, [Cs+], [Cs+], [K+], [K+], CCOCc1nc2c(N)nc3cc(O)ccc3c2n1CC(C)(C)O, CN(C)C=O, O. Yields the product C#CCOc1ccc2c(c1)nc(N)c1nc(COCC)n(CC(C)(C)O)c12. Reaction SMILES: [C:25](=[O:26])([O-:27])[O-:28].[C:35](=[O:36])([O-:37])[O-:38].[CH2:31]([C:32]#[CH:33])[Br:34].[Cs+:29].[Cs+:30].[K+:39].[K+:40].[NH2:1][c:2]1[n:3][c:4]2[cH:5][c:6]([OH:24])[cH:7][cH:8][c:9]2[c:10]2[c:11]1[n:12][c:13]([CH2:20][O:21][CH2:22][CH3:23])[n:14]2[CH2:15][C:16]([CH3:17])([CH3:18])[OH:19].[O:42]=[CH:43][N:44]([CH3:45])[CH3:46].[OH2:41]>>[NH2:1][c:2]1[n:3][c:4]2[cH:5][c:6]([O:24][CH2:33][C:32]#[CH:31])[cH:7][cH:8][c:9]2[c:10]2[c:11]1[n:12][c:13]([CH2:20][O:21][CH2:22][CH3:23])[n:14]2[CH2:15][C:16]([CH3:17])([CH3:18])[OH:19]. Reactants: C(C)OC(C(CC1=CC=C(C=C1)O)(C)OC1=CC=C(C=C1)F)=O (2-(4-fluorophenoxy)-3-(4-hydroxy-phenyl)-2-methyl-propionic acid ethyl ester), CC1=C(N=C(O1)C=1SC=CC1)CCOS(=O)(=O)C1=CC=C(C=C1)C (toluene-4-sulfonic acid 2-(5-methyl-2-thiophen-2-yl-oxazol-4-yl)-ethyl ester). The product is FC1=CC=C(OC(C(=O)O)(CC2=CC=C(C=C2)OCCC=2N=C(OC2C)C=2SC=CC2)C)C=C1 (2-(4-Fluoro-phenoxy)-2-methyl-3-{4-[2-(5-methyl-2-thiophen-2-yl-oxazol-4-yl)-ethoxy]-phenyl}-propionic acid). Reaction SMILES: C([O:3][C:4](=[O:23])[C:5]([O:15][C:16]1[CH:21]=[CH:20][C:19]([F:22])=[CH:18][CH:17]=1)([CH3:14])[CH2:6][C:7]1[CH:12]=[CH:11][C:10]([OH:13])=[CH:9][CH:8]=1)C.[CH3:24][C:25]1[O:29][C:28]([C:30]2[S:31][CH:32]=[CH:33][CH:34]=2)=[N:27][C:26]=1[CH2:35][CH2:36]OS(C1C=CC(C)=CC=1)(=O)=O>>[F:22][C:19]1[CH:18]=[CH:17][C:16]([O:15][C:5]([CH3:14])([CH2:6][C:7]2[CH:8]=[CH:9][C:10]([O:13][CH2:36][CH2:35][C:26]3[N:27]=[C:28]([C:30]4[S:31][CH:32]=[CH:33][CH:34]=4)[O:29][C:25]=3[CH3:24])=[CH:11][CH:12]=2)[C:4]([OH:3])=[O:23])=[CH:21][CH:20]=1. Procedure: The title compound was prepared from 2-(4-fluorophenoxy)-3-(4-hydroxy-phenyl)-2-methyl-propionic acid ethyl ester and toluene-4-sulfonic acid 2-(5-methyl-2-thiophen-2-yl-oxazol-4-yl)-ethyl ester using the procedure of Example 63. 1H NMR (400 MHz, CDCl3) δ 7.58 (dd, 1H, J=3.52 Hz, J=1.17 Hz), 7.36 (dd, 1H, J=5.08 Hz, J=1.17 Hz), 7.18 (d, 2H, J=8.60 Hz), 7.06 (dd, 1H, J=5.08 Hz, J=3.91 Hz), 6.93-6.85 (m, 4H), 6.82 (d, 2H, J=8.60 Hz), 4.18 (t, 2H, J=6.65 Hz), 3.21 (d, 1H, J=13.69 Hz), 3.13 (d, 1H, ... Reaction SMILES: [Br:1][CH2:2][c:3]1[cH:4][cH:5][cH:6][cH:7][cH:8]1.[C:9](=[O:10])([O-:11])[O-:12].[CH3:26][N:27]([CH3:28])[CH:29]=[O:30].[K+:13].[K+:14].[OH2:25].[nH:15]1[n:16][cH:17][c:18]2[cH:19][c:20]([OH:24])[cH:21][cH:22][c:23]12>>[CH2:2]([c:3]1[cH:4][cH:5][cH:6][cH:7][cH:8]1)[O:24][c:20]1[cH:19][c:18]2[cH:17][n:16][nH:15][c:23]2[cH:22][cH:21]1. Yields the product c1ccc(COc2ccc3[nH]ncc3c2)cc1. Starting materials: BrCc1ccccc1, O=C([O-])[O-], CN(C)C=O, [K+], [K+], O, Oc1ccc2[nH]ncc2c1. The reactants are [NH4+].[Cl-] (NH4Cl), C(C)(C)(C)OC(NC1=NC=CC(=C1)C)=O ((4-Methyl-pyridin-2-yl)-carbamic acid tert-butyl ester), C1(CC1)C(=O)C1=CC=CC=C1 (cyclopropyl-phenyl-methanone), [Li]CCCC (n-BuLi). The solvent is O (water), CCOC(=O)C (EtOAc), C1CCOC1 (THF). Conditions: temperature -78 celsius, time 15 minute. Yields the product C(C)(C)(C)OC(NC1=NC=CC(=C1)CC(C1=CC=CC=C1)(O)C1CC1)=O ([4-(2-Cyclopropyl-2-hydroxy-2-phenyl-ethyl)-pyridin-2-yl]-carbamic acid tert-butyl ester). Yield: 82.3%. Reaction SMILES: [C:1]([O:5][C:6](=[O:15])[NH:7][C:8]1[CH:13]=[C:12]([CH3:14])[CH:11]=[CH:10][N:9]=1)([CH3:4])([CH3:3])[CH3:2].[Li]CCCC.[CH:21]1([C:24]([C:26]2[CH:31]=[CH:30][CH:29]=[CH:28][CH:27]=2)=[O:25])[CH2:23][CH2:22]1.[NH4+].[Cl-]>C1COCC1.O.CCOC(C)=O>[C:1]([O:5][C:6](=[O:15])[NH:7][C:8]1[CH:13]=[C:12]([CH2:14][C:24]([CH:21]2[CH2:22][CH2:23]2)([OH:25])[C:26]2[CH:31]=[CH:30][CH:29]=[CH:28][CH:27]=2)[CH:11]=[CH:10][N:9]=1)([CH3:4])([CH3:3])[CH3:2] |f:3.4|. Procedure details: (4-Methyl-pyridin-2-yl)-carbamic acid tert-butyl ester (200 mg, 0.96 mmol) is dissolved in dry THF (10 mL) and it is cooled down to −78° C. After 1.6 M n-BuLi (3.0 mL, 4.8 mmol) is added at −78° C., the cooling bath is removed and the mixture is stirred at room temperature for 15 min. Then the reaction mixture is cooled down to −78° C. again and cyclopropyl-phenyl-methanone (0.68 mL, 4.8 mmol) is added. After the mixture is stirred for 30 min at −78° C., saturated NH4Cl aqueous solution (35 mL) ...